Task: describe an organic reaction: reactants, conditions, products, and yield. Dataset: the Open Reaction Database (ORD), a public repository of structured organic reaction records Procedure details: A solution of 1.64 g of 3-bromomethyl-2-carboethoxybenzenesulfonamide and 0.43 g of sodium azide in ethanol was heated to reflux for 3 hours. The resulting reaction mixture was cooled to room temperature and the ethanol was removed on the rotovap. The residue was partitioned between water and ethyl acetate. The organic phase was dried over magnesium sulfate, filtered and concentrated to give 1.32 g of a waxy solid. Starting materials: BrCC=1C(=C(C=CC1)S(=O)(=O)N)C(=O)OCC (3-bromomethyl-2-carboethoxybenzenesulfonamide), [N-]=[N+]=[N-].[Na+] (sodium azide). As a reaction SMILES: Br[CH2:2][C:3]1[C:4]([C:13]([O:15][CH2:16][CH3:17])=[O:14])=[C:5]([S:9]([NH2:12])(=[O:11])=[O:10])[CH:6]=[CH:7][CH:8]=1.[N-:18]=[N+:19]=[N-:20].[Na+]>C(O)C>[N:18]([CH2:2][C:3]1[C:4]([C:13]([O:15][CH2:16][CH3:17])=[O:14])=[C:5]([S:9]([NH2:12])(=[O:11])=[O:10])[CH:6]=[CH:7][CH:8]=1)=[N+:19]=[N-:20] |f:1.2|. Solvent: C(C)O (ethanol). Yields the product N(=[N+]=[N-])CC=1C(=C(C=CC1)S(=O)(=O)N)C(=O)OCC (3-Azidomethyl-2-carboethoxybenzenesulfonamide).